This data is from the Open Reaction Database (ORD), a public repository of structured organic reaction records. The task is: describe an organic reaction: reactants, conditions, products, and yield Starting materials: C(C1=CC=CC=C1)(=O)Cl (benzoyl chloride), CN1C=NC=C1 (1-methylimidazole), [K+].[Br-] (KBr), C(C1=CC=CC=C1)=O (benzaldehyde). Run in CCOCC (ether). Yields the product [Cl-].C(C1=CC=CC=C1)(=O)OC(C1=CC=CC=C1)[N+]1=CN(C=C1)C (1-[α-Benzoyloxybenzyl]-3-Methylimidazolium Chloride). RXN SMILES: [C:1]([Cl:9])(=[O:8])[C:2]1[CH:7]=[CH:6][CH:5]=[CH:4][CH:3]=1.[CH3:10][N:11]1[CH:15]=[CH:14][N:13]=[CH:12]1.[CH:16](=[O:23])[C:17]1[CH:22]=[CH:21][CH:20]=[CH:19][CH:18]=1.[K+].[Br-]>CCOCC>[Cl-:9].[C:16]([O:8][CH:1]([N+:13]1[CH:14]=[CH:15][N:11]([CH3:10])[CH:12]=1)[C:2]1[CH:7]=[CH:6][CH:5]=[CH:4][CH:3]=1)(=[O:23])[C:17]1[CH:22]=[CH:21][CH:20]=[CH:19][CH:18]=1 |f:3.4,6.7|. Procedure: To an ether solution of benzoyl chloride 2.81 g (0.02 mol) there was added dropwise 1.67 g (0.02 mol) 1-methylimidazole with stirring. The resulting mixture was evaporated in vacuo and the residue was allowed to react with 2.12 g (0.02 mol) benzaldehyde at 70° overnite. After cooling, the reaction mixture was triturated with ether and was solid separated by filtration. Recrystallization from dichloromethane:dioxane gave 4.2 g (0.012 mol), 65%, 9, mp 199°-201°; ir (KBr) 1740 cm-1 ; pmr (CDCl3) δ ... The reactants are COC(C(CC=C)NC(C1=C(C=CC=C1Cl)Cl)=O)=O (2-(2,6-dichlorobenzamido)pent-4-enoic acid methyl ester), IC1=CC=C(OC2=NC=CC=N2)C=C1 (2-(4-iodophenoxy)pyrimidine). The product is COC(C(C\C=C\C1=CC=C(C=C1)OC1=NC=CC=N1)NC(C1=C(C=CC=C1Cl)Cl)=O)=O ((E)-2-(2,6-dichlorobenzamido)-5-[4-(pyrimidin-2-yloxy)phenyl]pent-4-enoic acid methyl ester). Yield: 62.3%. As a reaction SMILES: [CH3:1][O:2][C:3](=[O:19])[CH:4]([NH:8][C:9](=[O:18])[C:10]1[C:15]([Cl:16])=[CH:14][CH:13]=[CH:12][C:11]=1[Cl:17])[CH2:5][CH:6]=[CH2:7].I[C:21]1[CH:33]=[CH:32][C:24]([O:25][C:26]2[N:31]=[CH:30][CH:29]=[CH:28][N:27]=2)=[CH:23][CH:22]=1>>[CH3:1][O:2][C:3](=[O:19])[CH:4]([NH:8][C:9](=[O:18])[C:10]1[C:11]([Cl:17])=[CH:12][CH:13]=[CH:14][C:15]=1[Cl:16])[CH2:5]/[CH:6]=[CH:7]/[C:21]1[CH:33]=[CH:32][C:24]([O:25][C:26]2[N:27]=[CH:28][CH:29]=[CH:30][N:31]=2)=[CH:23][CH:22]=1. Procedure details: In the same manner as in Example 1, 2-(2,6-dichlorobenzamido)pent-4-enoic acid methyl ester (54.4 mg) was reacted with 2-(4-iodophenoxy)pyrimidine (59.2 mg) to obtain (E)-2-(2,6-dichlorobenzamido)-5-[4-(pyrimidin-2-yloxy)phenyl]pent-4-enoic acid methyl ester (53.0 mg). Thin layer chromatography (silica gel, mobile phase: cyclohexane/ethyl acetate=10/1) was used for purification. The reactants are CC(=O)OC(C)=O, CC(=O)O, CCCOc1ccccc1-c1ncc(N)c(=O)[nH]1. Yields the product CCCOc1ccccc1-c1ncc(NC(C)=O)c(=O)[nH]1. As a reaction SMILES: [CH3:19][C:20](=[O:21])[O:22][C:23](=[O:24])[CH3:25].[CH3:26][C:27](=[O:28])[OH:29].[NH2:1][c:2]1[c:3](=[O:18])[nH:4][c:5](-[c:8]2[c:9]([O:14][CH2:15][CH2:16][CH3:17])[cH:10][cH:11][cH:12][cH:13]2)[n:6][cH:7]1>>[NH:1]([c:2]1[c:3](=[O:18])[nH:4][c:5](-[c:8]2[c:9]([O:14][CH2:15][CH2:16][CH3:17])[cH:10][cH:11][cH:12][cH:13]2)[n:6][cH:7]1)[C:20]([CH3:19])=[O:21]. Starting materials: CCCc1c(O)n2c3c(=O)n(C)c(=O)n(C)c3nc2n(Cc2ccccc2)c1=O, CO, ClC(Cl)Cl, C=[N+]=[N-]. The product is CCCc1c(OC)n2c3c(=O)n(C)c(=O)n(C)c3nc2n(Cc2ccccc2)c1=O. As a reaction SMILES: [CH2:1]([c:2]1[cH:3][cH:4][cH:5][cH:6][cH:7]1)[n:8]1[c:9](=[O:29])[c:10]([CH2:26][CH2:27][CH3:28])[c:11]([OH:25])[n:12]2[c:13]1[n:14][c:15]1[n:16]([CH3:24])[c:17](=[O:23])[n:18]([CH3:22])[c:19](=[O:21])[c:20]21.[CH3:33][OH:34].[CH:35]([Cl:36])([Cl:37])[Cl:38].[N+:30](=[N-:31])=[CH2:32]>>[CH2:1]([c:2]1[cH:3][cH:4][cH:5][cH:6][cH:7]1)[n:8]1[c:9](=[O:29])[c:10]([CH2:26][CH2:27][CH3:28])[c:11]([O:25][CH3:32])[n:12]2[c:13]1[n:14][c:15]1[n:16]([CH3:24])[c:17](=[O:23])[n:18]([CH3:22])[c:19](=[O:21])[c:20]21.